Dataset: the Open Reaction Database (ORD), a public repository of structured organic reaction records. Task: describe an organic reaction: reactants, conditions, products, and yield Reactants: Cc1nc(-n2ccc(O)cc2=O)sc1C(=O)NCc1ccccc1, Cc1noc(C)c1CCl. The product is Cc1nc(-n2ccc(OCc3c(C)noc3C)cc2=O)sc1C(=O)NCc1ccccc1. As a reaction SMILES: [CH2:10]([c:11]1[cH:12][cH:13][cH:14][cH:15][cH:16]1)[NH:17][C:18](=[O:19])[c:20]1[c:21]([CH3:33])[n:22][c:23](-[n:25]2[c:26](=[O:32])[cH:27][c:28]([OH:31])[cH:29][cH:30]2)[s:24]1.[Cl:1][CH2:2][c:3]1[c:4]([CH3:9])[n:5][o:6][c:7]1[CH3:8]>>[CH2:2]([c:3]1[c:4]([CH3:9])[n:5][o:6][c:7]1[CH3:8])[O:31][c:28]1[cH:27][c:26](=[O:32])[n:25](-[c:23]2[n:22][c:21]([CH3:33])[c:20]([C:18]([NH:17][CH2:10][c:11]3[cH:12][cH:13][cH:14][cH:15][cH:16]3)=[O:19])[s:24]2)[cH:30][cH:29]1.